This data is from the Open Reaction Database (ORD), a public repository of structured organic reaction records. The task is: describe an organic reaction: reactants, conditions, products, and yield Starting materials: CCOC(C)=O, Cl, CCCc1c(Cc2ccc(-c3ccccc3-c3noc(=O)[nH]3)cc2)c(=O)n(C2CCC3(CC2)OCCO3)c2ncnn12, C1CCOC1. Yields the product CCCc1c(Cc2ccc(-c3ccccc3-c3noc(=O)[nH]3)cc2)c(=O)n(C2CCC(=O)CC2)c2ncnn12. RXN SMILES: [CH3:49][CH2:50][O:51][C:52](=[O:53])[CH3:54].[ClH:43].[O:1]1[CH2:3][CH2:2][O:4][C:5]12[CH2:6][CH2:7][CH:8]([n:11]1[c:12]3[n:13]([c:14]([CH2:37][CH2:38][CH3:39])[c:15]([CH2:18][c:19]4[cH:20][cH:21][c:22](-[c:25]5[c:26](-[c:31]6[n:32][o:33][c:34](=[O:36])[nH:35]6)[cH:27][cH:28][cH:29][cH:30]5)[cH:23][cH:24]4)[c:16]1=[O:17])[n:40][cH:41][n:42]3)[CH2:9][CH2:10]2.[O:44]1[CH2:45][CH2:46][CH2:47][CH2:48]1>>[O:4]=[C:5]1[CH2:6][CH2:7][CH:8]([n:11]2[c:12]3[n:13]([c:14]([CH2:37][CH2:38][CH3:39])[c:15]([CH2:18][c:19]4[cH:20][cH:21][c:22](-[c:25]5[c:26](-[c:31]6[n:32][o:33][c:34](=[O:36])[nH:35]6)[cH:27][cH:28][cH:29][cH:30]5)[cH:23][cH:24]4)[c:16]2=[O:17])[n:40][cH:41][n:42]3)[CH2:9][CH2:10]1. Reactants: FC1=CC=C(OC2=CC=C(C=C2)CCC#N)C=C1 (3-(4-(4-fluorophenoxy)phenyl)propanenitrile), C(=O)(C)Cl (AcCl), N (ammonia). The solvent is C1(=CC=CC=C1)C (toluene), CO (methanol), CO (methanol). Run at time 2 hour. Yields the product FC1=CC=C(OC2=CC=C(C=C2)CCC(N)=N)C=C1 (3-(4-(4-fluorophenoxy)phenyl)propanimidamide). The yield is 88.4%. RXN SMILES: [F:1][C:2]1[CH:18]=[CH:17][C:5]([O:6][C:7]2[CH:12]=[CH:11][C:10]([CH2:13][CH2:14][C:15]#[N:16])=[CH:9][CH:8]=2)=[CH:4][CH:3]=1.C(Cl)(C)=O.[NH3:23]>C1(C)C=CC=CC=1.CO>[F:1][C:2]1[CH:18]=[CH:17][C:5]([O:6][C:7]2[CH:12]=[CH:11][C:10]([CH2:13][CH2:14][C:15](=[NH:23])[NH2:16])=[CH:9][CH:8]=2)=[CH:4][CH:3]=1. Reported procedure: To a solution of 3-(4-(4-fluorophenoxy)phenyl)propanenitrile (4.4 g, 18.24 mmol) in toluene (25 mL) and methanol (5.94 mL) was added dropwise AcCl (6.48 mL, 91 mmol) at 0° C. in 5 min. The mixture was stirred at room temperature for 2 h. The mixture was cooled to 0° C. in an ice bath, and ammonia (26.1 mL, 182 mmol) in methanol was added dropwise in 5 min. The mixture was stirred at room temperature overnight. The mixture was filtered to remove the solid, and the solid was washed with toluene (4... Starting materials: O=C1c2ccccc2C(=O)N1CCCCBr, CCO, C1=NCCCN2CCCCC12, Nc1cc[nH]c(=S)n1. Yields the product Nc1ccnc(SCCCCN2C(=O)c3ccccc3C2=O)n1. RXN SMILES: [Br:20][CH2:21][CH2:22][CH2:23][CH2:24][N:25]1[C:26](=[O:35])[c:27]2[c:28]([cH:31][cH:32][cH:33][cH:34]2)[C:29]1=[O:30].[CH3:36][CH2:37][OH:38].[N:9]12[CH2:10][CH2:11][CH2:12][CH2:13][CH:14]1[CH:15]=[N:16][CH2:17][CH2:18][CH2:19]2.[nH:1]1[c:2](=[S:3])[n:4][c:5]([NH2:6])[cH:7][cH:8]1>>[n:1]1[c:2]([S:3][CH2:21][CH2:22][CH2:23][CH2:24][N:25]2[C:26](=[O:35])[c:27]3[c:28]([cH:31][cH:32][cH:33][cH:34]3)[C:29]2=[O:30])[n:4][c:5]([NH2:6])[cH:7][cH:8]1. Reactants: C(C)OC(C1=C(N=C(C=C1Cl)Cl)C)=O (4,6-dichloro-2-methyl-nicotinic acid ethyl ester), C(C)C1=C(C(=CC=C1)CC)B(O)O (2,6-diethyl-phenyl boronic acid), C([O-])([O-])=O.[Na+].[Na+] (sodium carbonate). The reagents and catalysts are C=1C=CC(=CC1)[P](C=2C=CC=CC2)(C=3C=CC=CC3)[Pd]([P](C=4C=CC=CC4)(C=5C=CC=CC5)C=6C=CC=CC6)([P](C=7C=CC=CC7)(C=8C=CC=CC8)C=9C=CC=CC9)[P](C=1C=CC=CC1)(C=1C=CC=CC1)C=1C=CC=CC1 (Pd(PPh3)4). Run in C1(=CC=CC=C1)C (toluene). Product: C(C)OC(C1=C(N=C(C=C1Cl)C1=C(C=CC=C1CC)CC)C)=O (4-chloro-6-(2,6-diethyl-phenyl)-2-methyl-nicotinic acid ethyl ester). As a reaction SMILES: [CH2:1]([O:3][C:4](=[O:14])[C:5]1[C:10]([Cl:11])=[CH:9][C:8](Cl)=[N:7][C:6]=1[CH3:13])[CH3:2].[CH2:15]([C:17]1[CH:22]=[CH:21][CH:20]=[C:19]([CH2:23][CH3:24])[C:18]=1B(O)O)[CH3:16].C(=O)([O-])[O-].[Na+].[Na+]>C1(C)C=CC=CC=1.C1C=CC([P]([Pd]([P](C2C=CC=CC=2)(C2C=CC=CC=2)C2C=CC=CC=2)([P](C2C=CC=CC=2)(C2C=CC=CC=2)C2C=CC=CC=2)[P](C2C=CC=CC=2)(C2C=CC=CC=2)C2C=CC=CC=2)(C2C=CC=CC=2)C2C=CC=CC=2)=CC=1>[CH2:1]([O:3][C:4](=[O:14])[C:5]1[C:10]([Cl:11])=[CH:9][C:8]([C:18]2[C:19]([CH2:23][CH3:24])=[CH:20][CH:21]=[CH:22][C:17]=2[CH2:15][CH3:16])=[N:7][C:6]=1[CH3:13])[CH3:2] |f:2.3.4,^1:44,46,65,84|. Procedure details: A mixture of 4,6-dichloro-2-methyl-nicotinic acid ethyl ester (1.2 g, 5.1 mmol), 2,6-diethyl-phenyl boronic acid (2.18 g, 12.2 mmol), sodium carbonate (2 M aqueous solution, 12.2 mL, 24.4 mmol), and Pd(PPh3)4 (284 mg, 0.26 mmol) is refluxed in toluene for 48 hours and then cooled to room temperature. The organic layer is separated and the aqueous layer is extracted with ethyl acetate (2×50 mL). The organic Layers are combined, dried, and solvent removed. The crude product is purified by flash co... Reactants: CC=1N=C(SC1C(=O)OCC)N1N=NC(=C1)CCCC1=CC=CC=C1 (ethyl 4-methyl-2-(4-(3-phenylpropyl)-1H-1,2,3-triazol-1-yl)thiazole-5-carboxylate), CC=1N=C(SC1C(=O)OCC)N1N=NC(=C1)CC(C)C1=CC=CC=C1 (ethyl 4-methyl-2-(4-(2-phenylpropyl)-1H-1,2,3-triazol-1-yl)thiazole-5-carboxylate). Product: CC=1N=C(SC1C(=O)O)N1N=NC(=C1)CCC1=CC=CC=C1 (4-methyl-2-(4-phenethyl-1H-1,2,3-triazol-1-yl)thiazole-5-carboxylic acid). Yield: 70.0%. Reaction SMILES: [CH3:1][C:2]1[N:3]=[C:4]([N:12]2[CH:16]=[C:15]([CH2:17][CH2:18][CH2:19][C:20]3[CH:25]=[CH:24][CH:23]=[CH:22]C=3)[N:14]=[N:13]2)[S:5][C:6]=1[C:7]([O:9]CC)=[O:8].CC1N=C(N2C=C(CC(C3C=CC=CC=3)C)N=N2)SC=1C(OCC)=O>>[CH3:1][C:2]1[N:3]=[C:4]([N:12]2[CH:16]=[C:15]([CH2:17][CH2:18][C:19]3[CH:20]=[CH:25][CH:24]=[CH:23][CH:22]=3)[N:14]=[N:13]2)[S:5][C:6]=1[C:7]([OH:9])=[O:8]. Procedure details: Following the procedure as described in Example 13, making variations as necessary to replace ethyl 4-methyl-2-(4-(3-phenylpropyl)-1H-1,2,3-triazol-1-yl)thiazole-5-carboxylate with ethyl 4-methyl-2-(4-(2-phenylpropyl)-1H-1,2,3-triazol-1-yl)thiazole-5-carboxylate, the title compound was obtained as a white solid in 70% yield: 1H NMR (300 MHz, CDCl3) δ 11.21 (s, 1H), 8.08 (s, 1H), 7.31-7.21 (m, 5H), 3.19-3.05 (m, 4H), 2.75 (s, 3H); MS (ES+) m/z 315.3 (M+1). Reaction SMILES: [CH2:34]([CH2:35][CH3:36])[CH:37]([C:38](=[O:39])[OH:40])[CH2:41][CH2:42][CH3:43].[CH3:1][N:2]1[C:3](=[O:21])[CH:4]([OH:20])[N:5]=[C:6]([c:14]2[cH:15][cH:16][cH:17][cH:18][cH:19]2)[c:7]2[c:8]1[cH:9][cH:10][c:11]([Cl:13])[cH:12]2.[CH3:44][CH2:45][OH:46].[Cl-:33].[O:28]=[CH:29][N:30]([CH3:31])[CH3:32].[cH:22]1[cH:23][cH:24][n:25][cH:26][cH:27]1>>[CH3:1][N:2]1[C:3](=[O:21])[CH:4]([O:20][C:38]([CH:37]([CH2:34][CH2:35][CH3:36])[CH2:41][CH2:42][CH3:43])=[O:39])[N:5]=[C:6]([c:14]2[cH:15][cH:16][cH:17][cH:18][cH:19]2)[c:7]2[c:8]1[cH:9][cH:10][c:11]([Cl:13])[cH:12]2. Product: CCCC(CCC)C(=O)OC1N=C(c2ccccc2)c2cc(Cl)ccc2N(C)C1=O. The reactants are CCCC(CCC)C(=O)O, CN1C(=O)C(O)N=C(c2ccccc2)c2cc(Cl)ccc21, CCO, [Cl-], CN(C)C=O, c1ccncc1. Reactants: C(C1=CC=CC=C1)C(C(=O)[O-])=C1CCC(CC1)C1=C(C=C(C=C1)O[Si](C)(C)C(C)(C)C)O[Si](C)(C)C(C)(C)C (benzyl[4-(2,4-bis{[tert-butyl(dimethyl)silyl]oxy}phenyl)cyclohexylidene]acetate), O1CCCC1 (tetrahydrofuran), O.[F-].C(CCC)[N+](CCCC)(CCCC)CCCC (tetrabutylammonium fluoride hydrate). Run in C(C)(=O)O (acetic acid). Reaction conditions: time 0.5 hour. Product: OC1=C(C=CC(=C1)O)C1CCC(CC1)=CC(=O)OCC1=CC=CC=C1 (Benzyl [4-(2,4-dihydroxyphenyl)cyclohexylidene]acetate). The yield is 72.0%. As a reaction SMILES: C([C:8](=[C:12]1[CH2:17][CH2:16][CH:15]([C:18]2[CH:23]=[CH:22][C:21]([O:24][Si](C(C)(C)C)(C)C)=[CH:20][C:19]=2O[Si](C(C)(C)C)(C)C)[CH2:14][CH2:13]1)[C:9]([O-:11])=[O:10])C1C=CC=CC=1.O1[CH2:44][CH2:43][CH2:42][CH2:41]1.[OH2:45].[F-].[CH2:47]([N+](CCCC)(CCCC)CCCC)[CH2:48][CH2:49]C>C(O)(=O)C>[OH:45][C:23]1[CH:22]=[C:21]([OH:24])[CH:20]=[CH:19][C:18]=1[CH:15]1[CH2:14][CH2:13][C:12](=[CH:8][C:9]([O:11][CH2:41][C:42]2[CH:49]=[CH:48][CH:47]=[CH:44][CH:43]=2)=[O:10])[CH2:17][CH2:16]1 |f:2.3.4|. Procedure: To a round bottomed flask equipped with magnetic stirrer was added benzyl[4-(2,4-bis{[tert-butyl(dimethyl)silyl]oxy}phenyl)cyclohexylidene]acetate (232 mg), tetrahydrofuran (5 ml), tetrabutylammonium fluoride hydrate (429 mg) and glacial acetic acid (94 μl). After stirring at room temperature for 0.5 hr, the solvent was removed in vacuo and the residue partitioned between ethyl acetate (100 ml) and water (20 ml). The layers were separated and the aqueous phase was extracted with ethyl acetate (5... Reactants: ice water, Br.NN=CSCC1=CC=C(C(=O)O)C=C1 (4-(((aminoiminomethyl)thio)methyl)benzoic acid monohydrobromide), S1C(=CC=C1)CCS(=O)(=O)OC1=CC=C(C=C1)C (4-methylphenyl 2-thiopheneethanesulfonate), C(C)O (ethanol), [OH-].[Na+] (sodium hydroxide). The solvent is C(C)(=O)O (acetic acid), O (water), O (water). Reaction conditions: temperature 50 celsius. The product is S1C(=CC=C1)CCSCC1=CC=C(C(=O)O)C=C1 (4-(((2-(2-thienyl)ethyl)thio)methyl)benzoic acid). Reaction SMILES: Br.NN=[CH:4][S:5][CH2:6][C:7]1[CH:15]=[CH:14][C:10]([C:11]([OH:13])=[O:12])=[CH:9][CH:8]=1.[S:16]1[CH:20]=[CH:19][CH:18]=[C:17]1[CH2:21]CS(OC1C=CC(C)=CC=1)(=O)=O.C(O)C.[OH-].[Na+]>O.C(O)(=O)C>[S:16]1[CH:20]=[CH:19][CH:18]=[C:17]1[CH2:21][CH2:4][S:5][CH2:6][C:7]1[CH:15]=[CH:14][C:10]([C:11]([OH:13])=[O:12])=[CH:9][CH:8]=1 |f:0.1,4.5|. Procedure: A mixture containing 7.2 grams of 4-(((aminoiminomethyl)thio)methyl)benzoic acid monohydrobromide (0.025 mole), 7.1 grams of 4-methylphenyl 2-thiopheneethanesulfonate (0.025 mole), 50 ml of ethanol, 25 ml of 20% sodium hydroxide in water, and 25 ml of water were warmed to approximately 50° C. The orange solution obtained was mixed with 1 liter of ice-water and acidified with glacial acetic acid giving a pink solid. The pink solid was collected and recrystallized from acetonitrile to give the fin... Starting materials: O1CCCC=C1 (dihydropyran), OC1=C2CCC(NC2=C(C=C1)OCC1=CC=CC=C1)=O (5-hydroxy-8-benzyloxy-3,4-dihydrocarbostyril), [Cl-].[Na+] (sodium chloride). The reagents and catalysts are C1(=CC=C(C=C1)S(=O)(=O)O)C (p-toluenesulfonic acid). The solvent is O1CCCC1 (tetrahydrofuran). Yields the product C(C1=CC=CC=C1)OC1=CC=C(C=2CCC(NC12)=O)O.O1C(CCCC1)OC1OCCCC1 (8-benzyloxy-3,4-dihydrocarbostyril-5-ol tetrahydropyranyl ether). Isolated yield 112.3%. As a reaction SMILES: [OH:1][C:2]1[CH:11]=[CH:10][C:9]([O:12][CH2:13][C:14]2[CH:19]=[CH:18][CH:17]=[CH:16][CH:15]=2)=[C:8]2[C:3]=1[CH2:4][CH2:5][C:6](=[O:20])[NH:7]2.[O:21]1[CH:26]=[CH:25][CH2:24][CH2:23][CH2:22]1.[Cl-].[Na+]>O1CCCC1.C1(C)C=CC(S(O)(=O)=O)=CC=1>[CH2:13]([O:12][C:9]1[C:8]2[NH:7][C:6](=[O:20])[CH2:5][CH2:4][C:3]=2[C:2]([OH:1])=[CH:11][CH:10]=1)[C:14]1[CH:15]=[CH:16][CH:17]=[CH:18][CH:19]=1.[O:21]1[CH2:22][CH2:23][CH2:24][CH2:25][CH:26]1[O:1][CH:2]1[CH2:3][CH2:4][CH2:5][CH2:6][O:20]1 |f:2.3,6.7|. Procedure details: 10 g of 5-hydroxy-8-benzyloxy-3,4-dihydrocarbostyril was dissolved in 100 ml of anhydrous tetrahydrofuran, and 100 mg of p-toluenesulfonic acid was added to the solution. 10 g of dihydropyran was slowly added dropwise thereto at room temperature while stirring. After completion of the addition, the mixture was stirred at room temperature for 12 hours, poured into a large volume of a saturated aqueous solution of sodium chloride and then extracted with chloroform. The extract was washed successiv...